Task: describe an organic reaction: reactants, conditions, products, and yield. Dataset: the Open Reaction Database (ORD), a public repository of structured organic reaction records Product: C(CCC)NC(=O)N(CCCN(C)C)CC(C)C#N (N-(n-Butyl)-N'-(β-cyanopropyl)-N'-(γ-dimethylaminopropyl)urea). The solvent is C(Cl)Cl (methylene chloride), C(Cl)Cl (methylene chloride). Starting materials: C(CCC)N=C=O (butyl isocyanate), C(#N)C(CNCCCN(C)C)C (N-(β-cyanopropyl)-dimethylaminopropylamine). Procedure details: Under nitrogen, a solution of 99.1 g of butyl isocyanate in 100 ml of methylene chloride is added dropwise in the course of 1 hour to a solution of 169.3 g of N-(β-cyanopropyl)-dimethylaminopropylamine in 500 ml of methylene chloride. The mixture is then refluxed for 2 hours, concentrated, and the residue is treated at 80° C. in a high vacuum in order to remove all low boiling constituents. Yield: 249.2 g (90.8%) of product in the form of an oil. Titration: 1 equivalent=261.9 g (theory 268.4 g). Reaction SMILES: [CH2:1]([N:5]=[C:6]=[O:7])[CH2:2][CH2:3][CH3:4].[C:8]([CH:10]([CH3:19])[CH2:11][NH:12][CH2:13][CH2:14][CH2:15][N:16]([CH3:18])[CH3:17])#[N:9]>C(Cl)Cl>[CH2:1]([NH:5][C:6]([N:12]([CH2:11][CH:10]([C:8]#[N:9])[CH3:19])[CH2:13][CH2:14][CH2:15][N:16]([CH3:18])[CH3:17])=[O:7])[CH2:2][CH2:3][CH3:4]. The reactants are N([C@@H](CC(N)=O)C(=O)N[C@@H](CCCNC(N)=N)C(=O)N[C@@H](CCCNC(N)=N)C(=O)N[C@@H](C)C(=O)NN)C(=O)OC(C)(C)C (Boc-Asn-Arg-Arg-Ala-NHNH2), Peptide, N[C@@H](CC(C)C)C(=O)N[C@@H]([C@@H](C)CC)C(=O)N[C@@H](CC(C)C)C(=O)N[C@@H](CC(C)C)C(=O)N[C@@H](C)C(=O)N[C@@H](CCC(N)=O)C(=O)O (H-Leu-Ile-Leu-Leu-Ala-Gln-OH), [N-]=[N+]=[N-] (azide), Cl.O1CCOCC1 (hydrochloric acid dioxane), [N+](=O)(OCCC(C)C)[O-] (isoamyl nitrate), N([C@@H](CC(N)=O)C(=O)N[C@@H](CCCNC(N)=N)C(=O)N[C@@H](CCCNC(N)=N)C(=O)N[C@@H](C)C(=O)NN)C(=O)OC(C)(C)C (Boc-Asn-Arg-Arg-Ala-NHNH2). The solvent is CN(P(N(C)C)(N(C)C)=O)C (hexamethylphosphoric triamide), C(C)N(CC)CC (triethylamine), C(C)N(CC)CC (triethylamine), CN(C=O)C (dimethylformamide), CN(C=O)C (dimethylformamide). Reaction conditions: time 5 minute. Yields the product N([C@@H](CC(N)=O)C(=O)N[C@@H](CCCNC(N)=N)C(=O)N[C@@H](CCCNC(N)=N)C(=O)N[C@@H](C)C(=O)N[C@@H](CC(C)C)C(=O)N[C@@H]([C@@H](C)CC)C(=O)N[C@@H](CC(C)C)C(=O)N[C@@H](CC(C)C)C(=O)N[C@@H](C)C(=O)N[C@@H](CCC(N)=O)C(=O)O)C(=O)OC(C)(C)C (Boc-Asn-Arg-Arg-Ala-Leu-Ile-Leu-Leu-Ala-Gln-OH). As a reaction SMILES: [NH:1]([C:38]([O:40][C:41]([CH3:44])([CH3:43])[CH3:42])=[O:39])[C@H:2]([C:7]([NH:9][C@H:10]([C:18]([NH:20][C@H:21]([C:29]([NH:31][C@H:32]([C:34]([NH:36]N)=[O:35])[CH3:33])=[O:30])[CH2:22][CH2:23][CH2:24][NH:25][C:26](=[NH:28])[NH2:27])=[O:19])[CH2:11][CH2:12][CH2:13][NH:14][C:15](=[NH:17])[NH2:16])=[O:8])[CH2:3][C:4](=[O:6])[NH2:5].Cl.O1CCOCC1.[N+]([O-])(OCCC(C)C)=O.N[C@H:62]([C:67]([NH:69][C@H:70]([C:75]([NH:77][C@H:78]([C:83]([NH:85][C@H:86]([C:91]([NH:93][C@H:94]([C:96]([NH:98][C@H:99]([C:105]([OH:107])=[O:106])[CH2:100][CH2:101][C:102](=[O:104])[NH2:103])=[O:97])[CH3:95])=[O:92])[CH2:87][CH:88]([CH3:90])[CH3:89])=[O:84])[CH2:79][CH:80]([CH3:82])[CH3:81])=[O:76])[C@H:71]([CH2:73][CH3:74])[CH3:72])=[O:68])[CH2:63][CH:64]([CH3:66])[CH3:65].[N-]=[N+]=[N-]>CN(C)C=O.CN(C)P(=O)(N(C)C)N(C)C.C(N(CC)CC)C>[NH:1]([C:38]([O:40][C:41]([CH3:44])([CH3:43])[CH3:42])=[O:39])[C@H:2]([C:7]([NH:9][C@H:10]([C:18]([NH:20][C@H:21]([C:29]([NH:31][C@H:32]([C:34]([NH:36][C@H:62]([C:67]([NH:69][C@H:70]([C:75]([NH:77][C@H:78]([C:83]([NH:85][C@H:86]([C:91]([NH:93][C@H:94]([C:96]([NH:98][C@H:99]([C:105]([OH:107])=[O:106])[CH2:100][CH2:101][C:102](=[O:104])[NH2:103])=[O:97])[CH3:95])=[O:92])[CH2:87][CH:88]([CH3:90])[CH3:89])=[O:84])[CH2:79][CH:80]([CH3:82])[CH3:81])=[O:76])[C@H:71]([CH2:73][CH3:74])[CH3:72])=[O:68])[CH2:63][CH:64]([CH3:65])[CH3:66])=[O:35])[CH3:33])=[O:30])[CH2:22][CH2:23][CH2:24][NH:25][C:26](=[NH:28])[NH2:27])=[O:19])[CH2:11][CH2:12][CH2:13][NH:14][C:15](=[NH:17])[NH2:16])=[O:8])[CH2:3][C:4](=[O:6])[NH2:5] |f:1.2|. Reported procedure: 0.78 Grams of Boc-Asn-Arg-Arg-Ala-NHNH2 was dissolved in 8 ml of dimethylformamide and 1.03 ml of 6N-hydrochloric acid/dioxane, after the solution was cooled to -15° C. 0.16 ml of isoamyl nitrate was added thereinto and stirred for 5 minutes. Next 0.87 ml of triethylamine was added to neutralize the reaction mixture. This reaction mixture was added to a mixture consisting of Peptide A, i.e., H-Leu-Ile-Leu-Leu-Ala-Gln-OH, 0.87 ml of triethylamine, 20 ml of dimethylformamide and 10 ml of hexamethy... The reactants are COC(=O)C1=CC=C(C=C1)C=CC(C=CC1=CC=C(C=C1)C(=O)OC)=O (1,5-bis-(4'-methoxycarbonyl-phenyl)-1,4-pentadien-3-one). Reagents/catalysts: [Pd] (Pd on carbon). Solvent: CC(C)O (2-propanol). Reaction conditions: temperature 50 celsius. The product is COC(=O)C1=CC=C(C=C1)CCC(CCC1=CC=C(C=C1)C(=O)OC)=O (1,5-Bis-(4'-Methoxycarbonylphenyl)-3-Pentanone). As a reaction SMILES: [CH3:1][O:2][C:3]([C:5]1[CH:10]=[CH:9][C:8]([CH:11]=[CH:12][C:13](=[O:26])[CH:14]=[CH:15][C:16]2[CH:21]=[CH:20][C:19]([C:22]([O:24][CH3:25])=[O:23])=[CH:18][CH:17]=2)=[CH:7][CH:6]=1)=[O:4]>[Pd].CC(O)C>[CH3:25][O:24][C:22]([C:19]1[CH:18]=[CH:17][C:16]([CH2:15][CH2:14][C:13](=[O:26])[CH2:12][CH2:11][C:8]2[CH:9]=[CH:10][C:5]([C:3]([O:2][CH3:1])=[O:4])=[CH:6][CH:7]=2)=[CH:21][CH:20]=1)=[O:23]. Procedure: A heterogeneous mixture of 71.7 g of 1,5-bis-(4'-methoxycarbonyl-phenyl)-1,4-pentadien-3-one, 3.8 grams of 5% Pd on carbon, and 650 mL of 2-propanol was prepared in a 1 L 3-necked flask. The mixture was stirred mechanically and heated to 50° C. The system was flushed with hydrogen, and hydrogen was then supplied on a continuous basis at about 20 psi. The hydrogen uptake was initially very rapid, but gradually slowed. When hydrogen uptake nearly ceased, the hydrogen source was removed. The vessel... Reactants: [Cl-].[Al+3].[Cl-].[Cl-] (aluminium chloride), [Cl-].[Al+3].[Cl-].[Cl-] (aluminium chloride), ClC(=O)OC1=C(C=CC=C1C)C (2,6-dimethylphenyl chloroformate), ClC(=O)OC1=C(C=CC=C1C)C (2,6-dimethylphenyl chloroformate). Reaction conditions: temperature 200 celsius. Product: CC1=C(C(=CC=C1)C)Cl (2,6-dimethylchlorobenzene). Reaction SMILES: [Cl-:1].[Al+3].[Cl-].[Cl-].ClC(O[C:9]1[C:14]([CH3:15])=[CH:13][CH:12]=[CH:11][C:10]=1[CH3:16])=O>>[CH3:16][C:10]1[CH:11]=[CH:12][CH:13]=[C:14]([CH3:15])[C:9]=1[Cl:1] |f:0.1.2.3|. Procedure: 0.3 g of anhydrous aluminium chloride was of 2,6-dimethylphenyl chloroformate and the mixture was heated to 200° C. at normal pressure. A further 150 g of 2,6-dimethylphenyl chloroformate and a further one gram of anhydrous aluminium chloride were then metered in over a period of 2 hours and the 2,6-dimethylchlorobenzene formed was simultaneously distilled off. The reaction did not proceed to completion and a mixture of 2,6-dimethylphenyl chloroformate and 2,6-dimethylchlorobenzene was obtained.... The reactants are C1COCCN1, CC#N, Cc1ccc(S(=O)(=O)n2ncc3c(-c4nnc(CCl)o4)cc(-c4cnc(Cl)c(NS(C)(=O)=O)c4)cc32)cc1. The product is Cc1ccc(S(=O)(=O)n2ncc3c(-c4nnc(CN5CCOCC5)o4)cc(-c4cnc(Cl)c(NS(C)(=O)=O)c4)cc32)cc1. RXN SMILES: [CH2:39]1[CH2:40][O:41][CH2:42][CH2:43][NH:44]1.[CH3:45][C:46]#[N:47].[Cl:1][c:2]1[n:3][cH:4][c:5](-[c:13]2[cH:14][c:15](-[c:32]3[o:33][c:34]([CH2:37][Cl:38])[n:35][n:36]3)[c:16]3[cH:17][n:18][n:19]([S:22](=[O:23])(=[O:24])[c:25]4[cH:26][cH:27][c:28]([CH3:31])[cH:29][cH:30]4)[c:20]3[cH:21]2)[cH:6][c:7]1[NH:8][S:9](=[O:10])(=[O:11])[CH3:12]>>[Cl:1][c:2]1[n:3][cH:4][c:5](-[c:13]2[cH:14][c:15](-[c:32]3[o:33][c:34]([CH2:37][N:44]4[CH2:39][CH2:40][O:41][CH2:42][CH2:43]4)[n:35][n:36]3)[c:16]3[cH:17][n:18][n:19]([S:22](=[O:23])(=[O:24])[c:25]4[cH:26][cH:27][c:28]([CH3:31])[cH:29][cH:30]4)[c:20]3[cH:21]2)[cH:6][c:7]1[NH:8][S:9](=[O:10])(=[O:11])[CH3:12]. The product is Cc1ccc(Br)cc1C(=O)Cl. RXN SMILES: [Br:1][c:2]1[cH:3][cH:4][c:5]([CH3:11])[c:6]([C:7](=[O:8])[OH:9])[cH:10]1.[CH3:18][N:19]([CH3:20])[CH:21]=[O:22].[Cl:12][C:13]([C:14]([Cl:15])=[O:16])=[O:17].[Cl:23][CH2:24][Cl:25]>>[Br:1][c:2]1[cH:3][cH:4][c:5]([CH3:11])[c:6]([C:7](=[O:8])[Cl:12])[cH:10]1. Reactants: Cc1ccc(Br)cc1C(=O)O, CN(C)C=O, O=C(Cl)C(=O)Cl, ClCCl. The reactants are C1CCOC1, CCCC[N+](CCCC)(CCCC)CCCC, CCOC(=O)C(C)(C)Oc1ccc(CCN(Cc2ccc(OC(F)(F)F)cc2)c2ccc(C=O)cn2)cc1, [F-], C[Si](C)(C)C(F)(F)F. The product is CCOC(=O)C(C)(C)Oc1ccc(CCN(Cc2ccc(OC(F)(F)F)cc2)c2ccc(C(O)C(F)(F)F)cn2)cc1. As a reaction SMILES: [CH2:65]1[O:66][CH2:67][CH2:68][CH2:69]1.[CH3:48][CH2:49][CH2:50][CH2:51][N+:52]([CH2:53][CH2:54][CH2:55][CH3:56])([CH2:57][CH2:58][CH2:59][CH3:60])[CH2:61][CH2:62][CH2:63][CH3:64].[CH:1](=[O:2])[c:3]1[cH:4][cH:5][c:6]([N:9]([CH2:10][CH2:11][c:12]2[cH:13][cH:14][c:15]([O:16][C:17]([C:18](=[O:19])[O:20][CH2:21][CH3:22])([CH3:23])[CH3:24])[cH:25][cH:26]2)[CH2:27][c:28]2[cH:29][cH:30][c:31]([O:34][C:35]([F:36])([F:37])[F:38])[cH:32][cH:33]2)[n:7][cH:8]1.[F-:47].[F:39][C:40]([F:41])([F:42])[Si:43]([CH3:44])([CH3:45])[CH3:46]>>[CH:1]([OH:2])([c:3]1[cH:4][cH:5][c:6]([N:9]([CH2:10][CH2:11][c:12]2[cH:13][cH:14][c:15]([O:16][C:17]([C:18](=[O:19])[O:20][CH2:21][CH3:22])([CH3:23])[CH3:24])[cH:25][cH:26]2)[CH2:27][c:28]2[cH:29][cH:30][c:31]([O:34][C:35]([F:36])([F:37])[F:38])[cH:32][cH:33]2)[n:7][cH:8]1)[C:40]([F:39])([F:41])[F:42]. The product is CC(C)(C)OC(=O)COc1cc2c(=O)c(Cc3cccnc3)cn3c4cc(Br)ccc4c(c1)c23. Reaction SMILES: [Br:1][c:2]1[cH:3][c:4]2[n:5]3[c:6]4[c:7]([cH:8][c:9]([OH:15])[cH:10][c:11]4[c:12]2[cH:13][cH:14]1)[c:16](=[O:26])[c:17]([CH2:19][c:20]1[cH:21][n:22][cH:23][cH:24][cH:25]1)[cH:18]3.[Br:33][CH2:34][C:35](=[O:36])[O:37][C:38]([CH3:39])([CH3:40])[CH3:41].[C:27](=[O:28])([O-:29])[O-:30].[CH3:43][S:44](=[O:45])[CH3:46].[K+:31].[K+:32].[OH2:42]>>[Br:1][c:2]1[cH:3][c:4]2[n:5]3[c:6]4[c:7]([cH:8][c:9]([O:15][CH2:34][C:35](=[O:36])[O:37][C:38]([CH3:39])([CH3:40])[CH3:41])[cH:10][c:11]4[c:12]2[cH:13][cH:14]1)[c:16](=[O:26])[c:17]([CH2:19][c:20]1[cH:21][n:22][cH:23][cH:24][cH:25]1)[cH:18]3. The reactants are O=c1c(Cc2cccnc2)cn2c3cc(Br)ccc3c3cc(O)cc1c32, CC(C)(C)OC(=O)CBr, O=C([O-])[O-], CS(C)=O, [K+], [K+], O. The reactants are FC(C(=O)O)(F)F.CC(CN1C(C(N=C(C2=C1C=CC=C2)C2CCNCC2)NC(=O)NC2=CC(=CC=C2)C)=O)C (N-[2,3-Dihydro-1-(2-methylpropyl)-2-oxo-5-(piperidin-4-yl)-1H-1,4-benzodiazepin-3-yl]-N'-[3-methylpheny]urea trifluoroacetic acid salt), CC=1C=C(C=CC1)N=C=O (3-methylphenyl isocyanate), CCOCC (ether), resultant suspension. Run in O1CCCC1 (tetrahydrofuran). Conditions: time 1 hour. Yields the product C(C)(C)(C)OC(=O)N1CCC(CC1)C1=NC(C(N(C2=C1C=CC=C2)CC(C)C)=O)NC(=O)NC2=CC(=CC=C2)C (N-[5-(1-tert-Butyloxycarbonylpiperidin-4-yl)-2,3-dihydro-1-(2-methylpropyl)-2-oxo-1H-1,4-benzodiazepin-3-yl]-N'-[3-methylphenyl]urea). Yield: 62.3%. RXN SMILES: FC(F)(F)[C:3]([OH:5])=[O:4].[CH3:8][CH:9]([CH3:40])[CH2:10][N:11]1[C:17]2[CH:18]=[CH:19][CH:20]=[CH:21][C:16]=2[C:15]([CH:22]2[CH2:27][CH2:26][NH:25][CH2:24][CH2:23]2)=[N:14][CH:13]([NH:28][C:29]([NH:31][C:32]2[CH:37]=[CH:36][CH:35]=[C:34]([CH3:38])[CH:33]=2)=[O:30])[C:12]1=[O:39].[CH3:41][C:42]1[CH:43]=C(N=C=O)C=C[CH:47]=1.CCOCC>O1CCCC1>[C:42]([O:5][C:3]([N:25]1[CH2:24][CH2:23][CH:22]([C:15]2[C:16]3[CH:21]=[CH:20][CH:19]=[CH:18][C:17]=3[N:11]([CH2:10][CH:9]([CH3:40])[CH3:8])[C:12](=[O:39])[CH:13]([NH:28][C:29]([NH:31][C:32]3[CH:37]=[CH:36][CH:35]=[C:34]([CH3:38])[CH:33]=3)=[O:30])[N:14]=2)[CH2:27][CH2:26]1)=[O:4])([CH3:43])([CH3:47])[CH3:41] |f:0.1|. Procedure details: To a solution of the previous amino (0.35 g, 0.85 mmol) [Step 7] in anhydrous tetrahydrofuran (5 ml) was added 3-methylphenyl isocyanate (110 μl, 0.85 mmol) dropwise, under nitrogen. The resultant suspension was left to stand at room temperature for 1 h, after which time ether (20 ml) was added The solid was filtered off, washed with more ether and recrystallized from methanol to afford the title urea (290 mg, 62%) as a white solid. The mother liquors were evaporated and the residue chromatograp... Starting materials: N([C@@H](CC1=CC=CC=C1)C(=O)N)C(=O)OC(C)(C)C (BocPheNH2), Cl (HCl), CCOC(=O)C (EtOAc). Run in CN(C)C=O (DMF). Product: N[C@@H](CC1=CC=CC=C1)C(=O)N.Cl (PheNH2HCl), CN1CCOCC1 (NMM). As a reaction SMILES: [NH:1](C(OC(C)(C)C)=O)[C@H:2]([C:10]([NH2:12])=[O:11])[CH2:3][C:4]1[CH:9]=[CH:8][CH:7]=[CH:6][CH:5]=1.[ClH:20].[CH3:21][CH2:22][O:23][C:24]([CH3:26])=O>CN(C=O)C>[NH2:1][C@H:2]([C:10]([NH2:12])=[O:11])[CH2:3][C:4]1[CH:9]=[CH:8][CH:7]=[CH:6][CH:5]=1.[ClH:20].[CH3:2][N:1]1[CH2:26][CH2:24][O:23][CH2:22][CH2:21]1 |f:4.5|. Procedure: Two minutes later, a solution of PheNH2HCl (1.2 g, 0.6 mmol), obtained by cleavage of the t-butoxycarbonyl group from BocPheNH2 with 4.5N HCl in EtOAc, and NMM (0.6 g, 6 mmoles) in DMF is added thereto.